This data is from the Open Reaction Database (ORD), a public repository of structured organic reaction records. The task is: describe an organic reaction: reactants, conditions, products, and yield The reactants are CCN=C=NCCCN(C)C.Cl (EDC.HCl), N1[C@H](C(=O)O)CCC1 (proline), N1[C@H](C(=O)O)CCC1 (proline), C=1C=CC2=C(C1)N=NN2O (HOBt), O (H2O), CCN(C(C)C)C(C)C (DIPEA), C(=O)(OC(C)(C)C)N1[C@H](C(=O)O)CCC1 (N-Boc-L-Proline), Cl.NCC(=O)C1=CC=C(C=C1)Br (2-amino-4′-bromoacetophenone hydrochloride). The solvent is C(Cl)Cl (DCM), C(Cl)Cl (DCM). Conditions: time 10 minute. Yields the product BrC1=CC=C(C=C1)C(CNC(=O)[C@H]1N(CCC1)C(=O)OC(C)(C)C)=O ((S)-tert-butyl 2-(2-(4-bromophenyl)-2-oxoethylcarbamoyl)pyrrolidine-1-carboxylate). Yield: 90.0%. As a reaction SMILES: Cl.[NH2:2][CH2:3][C:4]([C:6]1[CH:11]=[CH:10][C:9]([Br:12])=[CH:8][CH:7]=1)=[O:5].CCN(C(C)C)C(C)C.[C:22]([N:29]1[CH2:36][CH2:35][CH2:34][C@H:30]1[C:31](O)=[O:32])([O:24][C:25]([CH3:28])([CH3:27])[CH3:26])=[O:23].C1C=CC2N(O)N=NC=2C=1.O.CCN=C=NCCCN(C)C.Cl.N1CCC[C@H]1C(O)=O>C(Cl)Cl>[Br:12][C:9]1[CH:10]=[CH:11][C:6]([C:4](=[O:5])[CH2:3][NH:2][C:31]([C@@H:30]2[CH2:34][CH2:35][CH2:36][N:29]2[C:22]([O:24][C:25]([CH3:28])([CH3:27])[CH3:26])=[O:23])=[O:32])=[CH:7][CH:8]=1 |f:0.1,6.7|. Reported procedure: To a suspension of 2-amino-4′-bromoacetophenone hydrochloride 17 (5.0 g, 20.0 mmol) in DCM (150 mL) was added DIPEA (2.6 g, 20 mmol) at room temperature. After stirred for 10 minutes, the suspension became yellow solution. To another flask charged with a DCM (100 mL) solution of N-Boc-L-Proline (5.2 g, 24.0 mmol) was added HOBt.H2O (3.7 g, 24.0 mmol) at room temperature. EDC.HCl (4.6 g, 24.0 mmol) was added to the proline mixture and the mixture was continually stirred at room temperature for 30... Reactants: C[Si](C)(C)Cl (TMSCl), BrCCBr (1,2-dibromoethane), ClC1=NC2=CC=CC=C2N=C1OC1CN(C1)C1=NC2=CC=CC=C2C=C1 (2-chloro-3-((1-(quinolin-2-yl)azetidin-3-yl)oxy)quinoxaline), IC1CCN(CC1)C(=O)OCC1=CC=CC=C1 (benzyl 4-iodopiperidine-1-carboxylate). Reagents/catalysts: [Zn] (zinc), [Cu]I (copper(I) iodide), C1=CC=C(C=C1)P([C-]2C=CC=C2)C3=CC=CC=C3.C1=CC=C(C=C1)P([C-]2C=CC=C2)C3=CC=CC=C3.Cl[Pd]Cl.[Fe+2].ClCCl (Pd(dppf)Cl2 dichloromethane). Solvent: CC(=O)N(C)C (DMA), C(C)(=O)OCC (Ethyl acetate), CC(=O)N(C)C (DMA), CC(=O)N(C)C (DMA). Run at time 15 minute. The product is N1=C(C=CC2=CC=CC=C12)N1CC(C1)OC=1C(=NC2=CC=CC=C2N1)C1CCN(CC1)C(=O)OCC1=CC=CC=C1 (benzyl 4-(3-((1-(quinolin-2-yl)azetidin-3-yl)oxy)quinoxalin-2-yl)piperidine-1-carboxylate). Yield: 92.0%. As a reaction SMILES: C[Si](Cl)(C)C.BrCCBr.I[CH:11]1[CH2:16][CH2:15][N:14]([C:17]([O:19][CH2:20][C:21]2[CH:26]=[CH:25][CH:24]=[CH:23][CH:22]=2)=[O:18])[CH2:13][CH2:12]1.Cl[C:28]1[C:37]([O:38][CH:39]2[CH2:42][N:41]([C:43]3[CH:52]=[CH:51][C:50]4[C:45](=[CH:46][CH:47]=[CH:48][CH:49]=4)[N:44]=3)[CH2:40]2)=[N:36][C:35]2[C:30](=[CH:31][CH:32]=[CH:33][CH:34]=2)[N:29]=1>CC(N(C)C)=O.[Zn].[Cu]I.C1C=CC(P(C2C=CC=CC=2)[C-]2C=CC=C2)=CC=1.C1C=CC(P(C2C=CC=CC=2)[C-]2C=CC=C2)=CC=1.Cl[Pd]Cl.[Fe+2].ClCCl.C(OCC)(=O)C>[N:44]1[C:45]2[C:50](=[CH:49][CH:48]=[CH:47][CH:46]=2)[CH:51]=[CH:52][C:43]=1[N:41]1[CH2:40][CH:39]([O:38][C:37]2[C:28]([CH:11]3[CH2:16][CH2:15][N:14]([C:17]([O:19][CH2:20][C:21]4[CH:26]=[CH:25][CH:24]=[CH:23][CH:22]=4)=[O:18])[CH2:13][CH2:12]3)=[N:29][C:30]3[C:35]([N:36]=2)=[CH:34][CH:33]=[CH:32][CH:31]=3)[CH2:42]1 |f:7.8.9.10.11|. Procedure: A premixed mixture of TMSCl and 1,2-dibromoethane (7:5, v/v, 0.80 mL total volume added) was added dropwise over 5 minutes to a suspension of zinc (1.62 g, 24.8 mmol) in DMA (12 mL) under argon atmosphere. The mixture was stirred for 15 minutes before benzyl 4-iodopiperidine-1-carboxylate (7.13 g, 20.67 mmol) was added dropwise over 15 minutes as a solution in DMA (6 mL). This mixture was stirred for an additional 15 min before it was added slowly to a suspension of 2-chloro-3-((1-(quinolin-2-yl...